This data is from the Open Reaction Database (ORD), a public repository of structured organic reaction records. The task is: describe an organic reaction: reactants, conditions, products, and yield Reactants: ClCCl, CN, CCO, CSc1ncc(F)c(Cl)n1, N. The product is CNc1nc(SC)ncc1F. As a reaction SMILES: [CH2:13]([Cl:14])[Cl:15].[CH3:11][NH2:12].[CH3:17][CH2:18][OH:19].[CH3:1][S:2][c:3]1[n:4][cH:5][c:6]([F:10])[c:7]([Cl:9])[n:8]1.[NH3:16]>>[CH3:1][S:2][c:3]1[n:4][cH:5][c:6]([F:10])[c:7]([NH:12][CH3:11])[n:8]1. Yields the product CCCCNC(=O)ON1C(C)(C)CC(OC(=O)c2ccccc2)CC1(C)C. Starting materials: CCCCN=C=O, Cc1ccccc1, CC1(C)CC(OC(=O)c2ccccc2)CC(C)(C)N1O. As a reaction SMILES: [CH3:1][CH2:2][CH2:3][CH2:4][N:5]=[C:6]=[O:7].[CH3:28][c:29]1[cH:30][cH:31][cH:32][cH:33][cH:34]1.[OH:8][N:9]1[C:10]([CH3:26])([CH3:27])[CH2:11][CH:12]([O:17][C:18]([c:19]2[cH:20][cH:21][cH:22][cH:23][cH:24]2)=[O:25])[CH2:13][C:14]1([CH3:15])[CH3:16]>>[CH3:1][CH2:2][CH2:3][CH2:4][NH:5][C:6](=[O:7])[O:8][N:9]1[C:10]([CH3:26])([CH3:27])[CH2:11][CH:12]([O:17][C:18]([c:19]2[cH:20][cH:21][cH:22][cH:23][cH:24]2)=[O:25])[CH2:13][C:14]1([CH3:15])[CH3:16].